Task: describe an organic reaction: reactants, conditions, products, and yield. Dataset: the Open Reaction Database (ORD), a public repository of structured organic reaction records The reactants are O=C([O-])[O-], COc1cc(OC)nc(S(C)(=O)=O)n1, CN(C)C=O, [K+], [K+], O, CC1(C)COC(=O)C1O. The product is COc1cc(OC)nc(OC2C(=O)OCC2(C)C)n1. RXN SMILES: [C:24](=[O:25])([O-:26])[O-:27].[CH3:10][O:11][c:12]1[n:13][c:14]([S:20]([CH3:21])(=[O:22])=[O:23])[n:15][c:16]([O:18][CH3:19])[cH:17]1.[CH3:31][N:32]([CH3:33])[CH:34]=[O:35].[K+:28].[K+:29].[OH2:30].[OH:1][CH:2]1[C:3](=[O:4])[O:5][CH2:6][C:7]1([CH3:8])[CH3:9]>>[O:1]([CH:2]1[C:3](=[O:4])[O:5][CH2:6][C:7]1([CH3:8])[CH3:9])[c:14]1[n:13][c:12]([O:11][CH3:10])[cH:17][c:16]([O:18][CH3:19])[n:15]1.